Dataset: the Open Reaction Database (ORD), a public repository of structured organic reaction records. Task: describe an organic reaction: reactants, conditions, products, and yield Reactants: ice water, [N-]=[N+]=[N-].[Na+] (Sodium azide), [NH4+].[Cl-] (NH4Cl), C(CCCCCCCCCCCCCCC)NC1=CC=C(C#N)C=C1 (p-hexadecylaminobenzonitrile). The solvent is CN(C=O)C (dimethylformamide). Conditions: temperature 120 celsius. Product: C(CCCCCCCCCCCCCCC)NC1=CC=C(C=C1)C1=NN=NN1 (5-(p-Hexadecylaminophenyl)tetrazole). As a reaction SMILES: [N-:1]=[N+:2]=[N-:3].[Na+].[NH4+].[Cl-].[CH2:7]([NH:23][C:24]1[CH:31]=[CH:30][C:27]([C:28]#[N:29])=[CH:26][CH:25]=1)[CH2:8][CH2:9][CH2:10][CH2:11][CH2:12][CH2:13][CH2:14][CH2:15][CH2:16][CH2:17][CH2:18][CH2:19][CH2:20][CH2:21][CH3:22]>CN(C)C=O>[CH2:7]([NH:23][C:24]1[CH:31]=[CH:30][C:27]([C:28]2[NH:29][N:3]=[N:2][N:1]=2)=[CH:26][CH:25]=1)[CH2:8][CH2:9][CH2:10][CH2:11][CH2:12][CH2:13][CH2:14][CH2:15][CH2:16][CH2:17][CH2:18][CH2:19][CH2:20][CH2:21][CH3:22] |f:0.1,2.3|. Procedure: Sodium azide (0.98 g., 0.015 mole) and NH4Cl are added to a solution of p-hexadecylaminobenzonitrile (5.13 g., 0.015 mole) in dimethylformamide. The mixture is stirred and heated in an oil bath maintained at 120° C. for 42 hours. The reaction mixture is cooled and then poured into ice-water with vigorous stirring. The precipitate separated is filtered, washed thoroughly with water and dried. The dry precipitate is washed repeatedly with ether and dried; 1.7 g. of a pale brown powder is obtained ...